This data is from the Open Reaction Database (ORD), a public repository of structured organic reaction records. The task is: describe an organic reaction: reactants, conditions, products, and yield Reactants: CN, Cl, O=C(Cl)c1ccc(-c2nc(-c3ccc4c(c3)OCO4)c(-c3ccccn3)[nH]2)cc1, C1CCOC1, O. Yields the product CNC(=O)c1ccc(-c2nc(-c3ccc4c(c3)OCO4)c(-c3ccccn3)[nH]2)cc1. RXN SMILES: [CH3:31][NH2:32].[ClH:1].[O:2]1[CH2:3][O:4][c:5]2[c:6]1[cH:7][cH:8][c:9](-[c:11]1[n:12][c:13](-[c:22]3[cH:23][cH:24][c:25]([C:26](=[O:27])[Cl:28])[cH:29][cH:30]3)[nH:14][c:15]1-[c:16]1[n:17][cH:18][cH:19][cH:20][cH:21]1)[cH:10]2.[O:33]1[CH2:34][CH2:35][CH2:36][CH2:37]1.[OH2:38]>>[O:2]1[CH2:3][O:4][c:5]2[c:6]1[cH:7][cH:8][c:9](-[c:11]1[n:12][c:13](-[c:22]3[cH:23][cH:24][c:25]([C:26](=[O:27])[NH:32][CH3:31])[cH:29][cH:30]3)[nH:14][c:15]1-[c:16]1[n:17][cH:18][cH:19][cH:20][cH:21]1)[cH:10]2. Starting materials: CC(CCCCBr)C(=O)O, Cc1ccccc1, c1ccc(P(c2ccccc2)c2ccccc2)cc1. Yields the product [Br-], CC(CCCC[P+](c1ccccc1)(c1ccccc1)c1ccccc1)C(=O)O. As a reaction SMILES: [Br:1][CH2:2][CH2:3][CH2:4][CH2:5][CH:6]([C:7](=[O:8])[OH:9])[CH3:10].[CH3:30][c:31]1[cH:32][cH:33][cH:34][cH:35][cH:36]1.[c:11]1([P:17]([c:18]2[cH:19][cH:20][cH:21][cH:22][cH:23]2)[c:24]2[cH:25][cH:26][cH:27][cH:28][cH:29]2)[cH:12][cH:13][cH:14][cH:15][cH:16]1>>[Br-:1].[CH2:2]([CH2:3][CH2:4][CH2:5][CH:6]([C:7](=[O:8])[OH:9])[CH3:10])[P+:17]([c:11]1[cH:12][cH:13][cH:14][cH:15][cH:16]1)([c:18]1[cH:19][cH:20][cH:21][cH:22][cH:23]1)[c:24]1[cH:25][cH:26][cH:27][cH:28][cH:29]1. Starting materials: CCOC(=O)CCC(O)C(F)(F)F, O=C1NC(=O)c2ccccc21, CCOC(=O)N=NC(=O)OCC, C1CCOC1, c1ccc(P(c2ccccc2)c2ccccc2)cc1. The product is CCOC(=O)CCC(N1C(=O)c2ccccc2C1=O)C(F)(F)F. As a reaction SMILES: [CH2:1]([CH3:2])[O:3][C:4]([CH2:5][CH2:6][CH:7]([OH:8])[C:9]([F:10])([F:11])[F:12])=[O:13].[O:33]=[C:34]1[NH:35][C:36](=[O:37])[c:38]2[cH:39][cH:40][cH:41][cH:42][c:43]21.[O:44]=[C:45]([O:46][CH2:47][CH3:48])[N:49]=[N:50][C:51]([O:52][CH2:53][CH3:54])=[O:55].[O:56]1[CH2:57][CH2:58][CH2:59][CH2:60]1.[c:14]1([P:15]([c:16]2[cH:17][cH:18][cH:19][cH:20][cH:21]2)[c:22]2[cH:23][cH:24][cH:25][cH:26][cH:27]2)[cH:28][cH:29][cH:30][cH:31][cH:32]1>>[CH2:1]([CH3:2])[O:3][C:4]([CH2:5][CH2:6][CH:7]([C:9]([F:10])([F:11])[F:12])[N:35]1[C:34](=[O:33])[c:43]2[c:38]([cH:39][cH:40][cH:41][cH:42]2)[C:36]1=[O:37])=[O:13]. Starting materials: C(#N)C1=CC=C(OC(C(CC2=[N+](C(=CC=C2)C)[O-])OS(=O)(=O)C)(C)C)C=C1 (2-[3-(4-cyanophenoxy)-2-methanesulphonyloxy-3-methylbutyl]-6-methylpyridine N-oxide), [H-].[Na+] (sodium hydride). The solvent is C(C)(C)O (isopropanol). Reaction conditions: time 30 minute. The product is C(#N)C1=CC=C(OC(C=CC2=[N+](C(=CC=C2)C)[O-])(C)C)C=C1 (2-[3-(4-cyanophenoxy)-3-methyl-1butenyl]-6-methylpyridine N-oxide). The yield is 74.9%. RXN SMILES: [C:1]([C:3]1[CH:27]=[CH:26][C:6]([O:7][C:8]([CH3:25])([CH3:24])[CH:9](OS(C)(=O)=O)[CH2:10][C:11]2[CH:16]=[CH:15][CH:14]=[C:13]([CH3:17])[N+:12]=2[O-:18])=[CH:5][CH:4]=1)#[N:2].[H-].[Na+]>C(O)(C)C>[C:1]([C:3]1[CH:4]=[CH:5][C:6]([O:7][C:8]([CH3:24])([CH3:25])[CH:9]=[CH:10][C:11]2[CH:16]=[CH:15][CH:14]=[C:13]([CH3:17])[N+:12]=2[O-:18])=[CH:26][CH:27]=1)#[N:2] |f:1.2|. Procedure: 1.7 g of 2-[3-(4-cyanophenoxy)-2-methanesulphonyloxy-3-methylbutyl]-6-methylpyridine N-oxide were added to a solution of 200 mg of 80% sodium hydride in 25 ml of isopropanol and the mixture was stirred for 30 minutes. The solvent was removed by evaporation and the residue was partitioned between water and dichloromethane. The organic phase was dried over sodium sulphate and evaporated. The residue was chromatographed on silica gel using 10% (v/v) methanol/ethyl acetate for the elution. There wer...